From a dataset of the Open Reaction Database (ORD), a public repository of structured organic reaction records. describe an organic reaction: reactants, conditions, products, and yield Starting materials: CC=1NC(=C(C(C1C(=O)OCC)C1=C(C=CC=C1)Cl)C(=O)OCC)CO (diethyl 2-methyl-4-(2-chlorophenyl)-6-hydroxymethyl-1,4-dihydropyridine-3,5-dicarboxylate), C1(=CC=C(C=C1)S(=O)(=O)O)C (p-toluenesulfonic acid). The solvent is C(C)O (ethanol). Yields the product CC1=C(C(C2=C(N1)COC2=O)C2=C(C=CC=C2)Cl)C(=O)OCC (ethyl 2-methyl-4-(2-chlorophenyl)-5-oxo-1,4,5,7-tetrahydrofuro[3,4-b]pyridine-3-carboxylate). Isolated yield 61.0%. As a reaction SMILES: [CH3:1][C:2]1[NH:3][C:4]([CH2:25]O)=[C:5]([C:20]([O:22]CC)=[O:21])[CH:6]([C:13]2[CH:18]=[CH:17][CH:16]=[CH:15][C:14]=2[Cl:19])[C:7]=1[C:8]([O:10][CH2:11][CH3:12])=[O:9].C1(C)C=CC(S(O)(=O)=O)=CC=1>C(O)C>[CH3:1][C:2]1[NH:3][C:4]2[CH2:25][O:22][C:20](=[O:21])[C:5]=2[CH:6]([C:13]2[CH:18]=[CH:17][CH:16]=[CH:15][C:14]=2[Cl:19])[C:7]=1[C:8]([O:10][CH2:11][CH3:12])=[O:9]. Procedure: A solution of diethyl 2-methyl-4-(2-chlorophenyl)-6-hydroxymethyl-1,4-dihydropyridine-3,5-dicarboxylate (592.5 mg) and p-toluenesulfonic acid (catalytic amount) in ethanol (6 ml) was refluxed for 4 hours. After the resultant solution was concentrated, diethyl ether was added to the residue. The precipitating crystals were collected by filtration to give ethyl 2-methyl-4-(2-chlorophenyl)-5-oxo-1,4,5,7-tetrahydrofuro[3,4-b]pyridine-3-carboxylate (317.5 mg). The crude product was recrystallized fro... As a reaction SMILES: [CH2:39]([OH:40])[CH2:41][CH2:42][CH3:43].[CH:30]([N:31]([CH2:32][CH3:33])[CH:34]([CH3:35])[CH3:36])([CH3:37])[CH3:38].[Cl:1][c:2]1[c:3]([C:4]#[N:5])[cH:6][c:7]([F:19])[c:8]([NH:10][c:11]2[n:12][nH:13][c:14]([CH:16]3[CH2:17][CH2:18]3)[cH:15]2)[n:9]1.[F:20][c:21]1[cH:22][cH:23][c:24]([CH:27]([CH3:28])[NH2:29])[cH:25][cH:26]1>>[c:2]1([NH:29][CH:27]([c:24]2[cH:23][cH:22][c:21]([F:20])[cH:26][cH:25]2)[CH3:28])[c:3]([C:4]#[N:5])[cH:6][c:7]([F:19])[c:8]([NH:10][c:11]2[n:12][nH:13][c:14]([CH:16]3[CH2:17][CH2:18]3)[cH:15]2)[n:9]1. Product: CC(Nc1nc(Nc2cc(C3CC3)[nH]n2)c(F)cc1C#N)c1ccc(F)cc1. Starting materials: CCCCO, CCN(C(C)C)C(C)C, N#Cc1cc(F)c(Nc2cc(C3CC3)[nH]n2)nc1Cl, CC(N)c1ccc(F)cc1. Reactants: C(C1=CC=CC=C1)(=O)C1=CC=CC=C1 (benzophenone), C1CCOC1 (THF), [Cl-].[NH4+] (ammonium chloride). Conditions: time 2 hour. Yields the product C1(=CC=CC=C1)C(C)(O)C1=CC=CC=C1 (1,1-diphenylethanol). As a reaction SMILES: [C:1]([C:9]1[CH:14]=[CH:13][CH:12]=[CH:11][CH:10]=1)(=[O:8])[C:2]1[CH:7]=[CH:6][CH:5]=[CH:4][CH:3]=1.[Cl-].[NH4+].[CH2:17]1COCC1>>[C:2]1([C:1]([C:9]2[CH:14]=[CH:13][CH:12]=[CH:11][CH:10]=2)([OH:8])[CH3:17])[CH:7]=[CH:6][CH:5]=[CH:4][CH:3]=1 |f:1.2|. Reported procedure: To this reaction mixture was added dropwise a liquid mixture of 182.22 g (1.1 mol) of benzophenone (3a; R1,R2 =H) and 364 ml of dry THF at 35° to 40° C. over a period of 30 minutes. This mixture was stirred first at that temperature for 2 hours and then at that temperature for 13 hours to complete the reaction. The resulting solution was added to 1,400 g of cooled 10% aqueous ammonium chloride solution with cooling with ice. The mixture was stirred for 30 minutes, allowed to stand, and then subj...